Dataset: the Open Reaction Database (ORD), a public repository of structured organic reaction records. Task: describe an organic reaction: reactants, conditions, products, and yield Starting materials: C(C)OC(=O)C=1C=NN(C(C1)=O)COCC[Si](C)(C)C (6-Oxo-1-(2-trimethylsilanyl-ethoxymethyl)-1,6-dihydro-pyridazine-4-carboxylic acid ethyl ester), O.NN (Hydrazine hydrate). Solvent: C(C)O (ethanol). Run at temperature 50 celsius, time 1 hour. The product is O=C1C=C(C=NN1COCC[Si](C)(C)C)C(=O)NN (6-Oxo-1-(2-trimethylsilanyl-ethoxymethyl)-1,6-dihydro-pyridazine-4-carboxylic acid hydrazide). As a reaction SMILES: C([O:3][C:4]([C:6]1[CH:7]=[N:8][N:9]([CH2:13][O:14][CH2:15][CH2:16][Si:17]([CH3:20])([CH3:19])[CH3:18])[C:10](=[O:12])[CH:11]=1)=O)C.O.[NH2:22][NH2:23]>C(O)C>[O:12]=[C:10]1[N:9]([CH2:13][O:14][CH2:15][CH2:16][Si:17]([CH3:20])([CH3:19])[CH3:18])[N:8]=[CH:7][C:6]([C:4]([NH:22][NH2:23])=[O:3])=[CH:11]1 |f:1.2|. Procedure: The title compound from Example 19.2 (0.85 g, 2.8 mmol) was stirred in ethanol. Hydrazine hydrate (0.720 g, 14.2 mmol) was added to the solution and the reaction was stirred at 50° C. for 1 hour. The reaction was concentrated and triturated with methanol and diethyl ether to produce a precipitate which was collected by vacuum filtration as the title compound (0.56 g, 57%).